This data is from the Open Reaction Database (ORD), a public repository of structured organic reaction records. The task is: describe an organic reaction: reactants, conditions, products, and yield Starting materials: BrC(C)Br (dibromoethane), C(C)(C)(CCC)[Si](OC=1CC2=CC=CC=C2C1)(C)C (2-(t-hexyldimethylsiloxy)indene), [Li]CCCC (n-BuLi), solution. Solvent: C1CCOC1 (THF), C1CCOC1 (THF), hexanes. Conditions: time 8 hour. Product: C(C)(C)(CCC)[Si](OC=1C(C2=CC=CC=C2C1)C(C)C1C(=CC2=CC=CC=C12)O[Si](C(C)(C)CCC)(C)C)(C)C (Bis(2-(t-hexyldimethylsiloxy)indenyl)ethane). Isolated yield 52.2%. Reaction SMILES: [C:1]([Si:7]([CH3:19])([CH3:18])[O:8][C:9]1[CH2:10][C:11]2[C:16]([CH:17]=1)=[CH:15][CH:14]=[CH:13][CH:12]=2)([CH2:4][CH2:5][CH3:6])([CH3:3])[CH3:2].[Li][CH2:21][CH2:22][CH2:23][CH3:24].Br[CH:26](Br)[CH3:27]>C1COCC1>[C:1]([Si:7]([CH3:19])([CH3:18])[O:8][C:9]1[CH:10]([CH:23]([CH:22]2[C:21]3[C:16](=[CH:15][CH:14]=[CH:13][CH:12]=3)[CH:17]=[C:9]2[O:8][Si:7]([CH3:18])([CH3:19])[C:1]([CH2:2][CH2:26][CH3:27])([CH3:4])[CH3:3])[CH3:24])[C:11]2[C:16]([CH:17]=1)=[CH:15][CH:14]=[CH:13][CH:12]=2)([CH2:4][CH2:5][CH3:6])([CH3:3])[CH3:2]. Procedure: To a solution of 2-(t-hexyldimethylsiloxy)indene (68.62 g, 250.0 mmol) in THF (250 mL) at 0° C. was added dropwise n-BuLi (100.0 mL of a 2.5 M solution in hexanes, 250.0 mmol), and the reaction mixture was stirred overnight at room temperature. The resulting solution was then cooled to −80° C. and treated dropwise with a solution of dibromoethane (23.48 g, 125.0 mmol) in THF (100 mL). After completed addition the reaction mixture was stirred overnight at room temperature and washed with saturate... Reactants: C(C=C)OC=1C=C(C#N)C=CC1[N+](=O)[O-] (3-allyloxy-4-nitrobenzonitrile), [Sn](Cl)Cl (Tin (II) chloride), C(=O)(O)[O-].[Na+] (NaHCO3). Solvent: C(C)O (ethanol). Yields the product C(C=C)OC1=C(N)C=CC(=C1)C#N (2-allyloxy-4-cyanoaniline). The yield is 90.1%. Reaction SMILES: [CH2:1]([O:4][C:5]1[CH:6]=[C:7]([CH:10]=[CH:11][C:12]=1[N+:13]([O-])=O)[C:8]#[N:9])[CH:2]=[CH2:3].[Sn](Cl)Cl.C([O-])(O)=O.[Na+]>C(O)C>[CH2:1]([O:4][C:5]1[CH:6]=[C:7]([C:8]#[N:9])[CH:10]=[CH:11][C:12]=1[NH2:13])[CH:2]=[CH2:3] |f:2.3|. Procedure details: To the solution of 3-allyloxy-4-nitrobenzonitrile (5.85 g, 28.68 mmol) in ethanol (30 ml), Tin (II) chloride (32 g, 143.4 mmol) was added. The reaction mixture was stirred at reflux for 4 hours and then was cooled to room temperature. NaHCO3 (aq) was added to pH=7 was achieved. Then the reaction mixture was extracted with ethyl acetate (3×). The combined organic layer was dried over MgSO4, filtered and concentrated under reduced pressure to give desired product (4.5 g, 90%). EI-MS m/z 175 (M+). Starting materials: BrC1=NC2=CC(=C(C=C2N=C1C(F)(F)F)Cl)Cl (2-bromo-6,7-dichloro-3-trifluoromethylquinoxaline), SC=1OC2=C(N1)C=CC=C2 (2-mercaptobenzoxazole). Product: O1C(=NC2=C1C=CC=C2)C2=NC1=CC(=C(C=C1N=C2C(F)(F)F)Cl)Cl (2-Benzoxazol-2-yl-6,7-Dichloro-3-trifluoromethylquinoxaline). Reaction SMILES: Br[C:2]1[C:11]([C:12]([F:15])([F:14])[F:13])=[N:10][C:9]2[C:4](=[CH:5][C:6]([Cl:17])=[C:7]([Cl:16])[CH:8]=2)[N:3]=1.S[C:19]1[O:20][C:21]2[CH:27]=[CH:26][CH:25]=[CH:24][C:22]=2[N:23]=1>>[O:20]1[C:21]2[CH:27]=[CH:26][CH:25]=[CH:24][C:22]=2[N:23]=[C:19]1[C:2]1[C:11]([C:12]([F:15])([F:14])[F:13])=[N:10][C:9]2[C:4](=[CH:5][C:6]([Cl:17])=[C:7]([Cl:16])[CH:8]=2)[N:3]=1. Procedure: The title compound was prepared from 2-bromo-6,7-dichloro-3-trifluoromethylquinoxaline and 2-mercaptobenzoxazole in analogy with the method outlined in example 1. Reactants: FC=1C=C(C=CC1)O (3-fluorophenol), [H-].[Na+] (sodium hydride), [NH4+].[Cl-] (NH4Cl), BrCC(=O)OCC (Ethyl bromoacetate). The solvent is CN(C)C=O (DMF), CCOC(=O)C (EtOAc), O (H2O). Conditions: time 16 hour. Yields the product C(C)OC(COC1=CC(=CC=C1)F)=O (3-Fluorophenoxy-acetic acid ethyl ester). Isolated yield 93.5%. As a reaction SMILES: [F:1][C:2]1[CH:3]=[C:4]([OH:8])[CH:5]=[CH:6][CH:7]=1.[H-].[Na+].Br[CH2:12][C:13]([O:15][CH2:16][CH3:17])=[O:14].[NH4+].[Cl-]>CN(C=O)C.CCOC(C)=O.O>[CH2:16]([O:15][C:13](=[O:14])[CH2:12][O:8][C:4]1[CH:5]=[CH:6][CH:7]=[C:2]([F:1])[CH:3]=1)[CH3:17] |f:1.2,4.5|. Procedure: To a solution of 3-fluorophenol (1.2 g, 11.8 mmol) in 20 mL of DMF at 0° C. is added sodium hydride (0.47 g, 10.7 mmol). After stirring for 10 minutes Ethyl bromoacetate (1.2 g, 10.7 mmol) is added dropwise. The reaction is allowed to warm to ambient temperatures and is stirred for 16 hours. To the reaction is added a saturated solution NH4Cl (aq.). The resulting mixture is diluted with EtOAc and H2O. The layers are separted. The organic layer is washed with H2O and a saturated solution NaCl (aq... The reactants are [OH-].[Na+] (sodium hydroxide), [H-].[Al+3].[Li+].[H-].[H-].[H-] (lithium aluminum hydride), C(C)OC(=O)N1CC(OCC1)C=C1C2=C(CCC3=C1C=CC=C3)C=CC=C2 (5-(4-ethoxycarbonylmorpholin-2-yl)methylidene-10,11-dihydro-5H-dibenzo[a,d]-cycloheptene). Solvent: CCOCC (ether), CCOCC (ether). Product: CN1CC(OCC1)C=C1C2=C(CCC3=C1C=CC=C3)C=CC=C2 (5-(4-methylmorpholin-2-yl)methylidene-10,11-dihydro-5H-dibenzo[a,d]cycloheptene). RXN SMILES: [H-].[Al+3].[Li+].[H-].[H-].[H-].C(O[C:10]([N:12]1[CH2:17][CH2:16][O:15][CH:14]([CH:18]=[C:19]2[C:25]3[CH:26]=[CH:27][CH:28]=[CH:29][C:24]=3[CH2:23][CH2:22][C:21]3[CH:30]=[CH:31][CH:32]=[CH:33][C:20]2=3)[CH2:13]1)=O)C.[OH-].[Na+]>CCOCC>[CH3:10][N:12]1[CH2:17][CH2:16][O:15][CH:14]([CH:18]=[C:19]2[C:25]3[CH:26]=[CH:27][CH:28]=[CH:29][C:24]=3[CH2:23][CH2:22][C:21]3[CH:30]=[CH:31][CH:32]=[CH:33][C:20]2=3)[CH2:13]1 |f:0.1.2.3.4.5,7.8|. Reported procedure: To a solution of lithium aluminum hydride (155 mg) in anhydrous ether was added a solution of 5-(4-ethoxycarbonylmorpholin-2-yl)methylidene-10,11-dihydro-5H-dibenzo[a,d]-cycloheptene (600 mg) in anhydrous ether under ice-cooling, and the resulting mixture was stirred under ice-cooling for 1 hour and under reflux for 2.5 hours. The reaction mixture was cooled, admixed with 10% aqueous sodium hydroxide solution and extracted with ether. The ether extract was dried over anhydrous sodium sulfate and... Reactants: [Mn](=O)(=O)(=O)[O-].[K+] (potassium permanganate), N1=C(C=NC=C1)CCC=C (4-(2-pyrazinyl)-1-butene), O.CC(=O)C (water acetone), OS(=O)(=O)O (H2SO4). Solvent: O (water). Conditions: temperature 5 celsius, time 18 hour. Yields the product OC(CCC1=NC=CN=C1)CO (2-(3,4-Dihydroxybutyl)pyrazine). As a reaction SMILES: [N:1]1[CH:6]=[CH:5][N:4]=[CH:3][C:2]=1[CH2:7]CC=C.[Mn]([O-])(=O)(=O)=O.[K+].OS(O)(=O)=O.[OH2:22].[CH3:23][C:24]([CH3:26])=[O:25]>O>[OH:25][CH:24]([CH2:26][OH:22])[CH2:23][CH2:7][C:2]1[CH:3]=[N:4][CH:5]=[CH:6][N:1]=1 |f:1.2,4.5|. Reported procedure: 4.15 g of 4-(2-pyrazinyl)-1-butene (1300) was dissolved in 100 ml of 1:1 water/acetone and cooled to 5° C. To this was slowly added a solution of 3.60 g of potassium permanganate in 300 ml of water. This was kept at 5° C. for 18 hours and then allowed to stir for 4 hours at R.T. It was adjusted to pH 7 with 5% H2SO4, filtered through celite and concentrated. Continuous extraction with chloroform for 2 days followed by evaporation of the solvent left 4.27 g of product (1400) which was distilled u... The reactants are CC1=C(C(=O)OCC)C=CC=N1 (ethyl 2-methylnicotinate), [H-].C(C(C)C)[Al+]CC(C)C (diisobutylaluminum hydride), solution, Cl (HCl), [OH-].[Na+] (NaOH). Run in C1(=CC=CC=C1)C (toluene), C1CCOC1 (THF). Run at temperature 0 celsius, time 6 hour. Yields the product OCC=1C(=NC=CC1)C (3-Hydroxymethyl-2-methylpyridine). Reaction SMILES: [CH3:1][C:2]1[N:12]=[CH:11][CH:10]=[CH:9][C:3]=1[C:4](OCC)=[O:5].[H-].C([Al+]CC(C)C)C(C)C.Cl.[OH-].[Na+]>C1(C)C=CC=CC=1.C1COCC1>[OH:5][CH2:4][C:3]1[C:2]([CH3:1])=[N:12][CH:11]=[CH:10][CH:9]=1 |f:1.2,4.5|. Reported procedure: To a stirred solution of ethyl 2-methylnicotinate (1.50 g, 9.09 mmol) in freshly distilled THF (100 mL) at 0° C. was added diisobutylaluminum hydride (11.2 mL of a 1.5M solution in toluene, 16.9 mmol). The solution was stirred for 6 h at 0° C. and then warmed to ambient temperature. After 1 h, the solution was cooled in an ice bath and 1N HCl (75 mL) was added to quench the reaction. The mixture was made alkaline with aqueous NaOH (pH=8.5), filtered, and the solvents were concentrated under redu...